This data is from the Open Reaction Database (ORD), a public repository of structured organic reaction records. The task is: describe an organic reaction: reactants, conditions, products, and yield Starting materials: C(C)(=O)OC1=CC=2CC[C@H]3[C@@H]4CC[C@@H]([C@@]4(C)CC[C@@H]3C2C=C1)O (3-Acetoxy-oestra-1,3,5(10)-trien-17β-ol), C(C1=CC=CC=C1)(=O)Cl (benzoyl chloride), CO (methanol). The solvent is O (water), N1=CC=CC=C1 (pyridine). The product is C(C)(=O)OC1=CC=2CC[C@H]3[C@@H]4CC[C@@H]([C@@]4(C)CC[C@@H]3C2C=C1)OC(C1=CC=CC=C1)=O (3-Acetoxy-17β-benzoyloxy-oestra-1,3,5(10)-triene). The yield is 100.0%. Reaction SMILES: [C:1]([O:4][C:5]1[CH:22]=[CH:21][C:20]2[C@@H:19]3[C@H:10]([C@H:11]4[C@@:15]([CH2:17][CH2:18]3)([CH3:16])[C@@H:14]([OH:23])[CH2:13][CH2:12]4)[CH2:9][CH2:8][C:7]=2[CH:6]=1)(=[O:3])[CH3:2].[C:24](Cl)(=[O:31])[C:25]1[CH:30]=[CH:29][CH:28]=[CH:27][CH:26]=1.CO>N1C=CC=CC=1.O>[C:1]([O:4][C:5]1[CH:22]=[CH:21][C:20]2[C@@H:19]3[C@H:10]([C@H:11]4[C@@:15]([CH2:17][CH2:18]3)([CH3:16])[C@@H:14]([O:23][C:24](=[O:31])[C:25]3[CH:30]=[CH:29][CH:28]=[CH:27][CH:26]=3)[CH2:13][CH2:12]4)[CH2:9][CH2:8][C:7]=2[CH:6]=1)(=[O:3])[CH3:2]. Procedure details: 3-Acetoxy-oestra-1,3,5(10)-trien-17β-ol (500 mg., 1.6 mmole) in pyridine (2 ml.) was treated with benzoyl chloride (1.0 ml.) at room temperature for 16 hr. The stirred mixture was then slowly diluted with water (10 ml.), followed by methanol (5 ml.). The crystalline precipitate was filtered off, washed with water and dried to give the title compound (665 mg., 100%), m.p. 148.5°-150.5°. Reactants: O=C([O-])O, CCO, O=[N+]([O-])c1ccc(CCBr)cc1, [Na+], O=C1c2ccccc2CC12CCNCC2. Yields the product O=C1c2ccccc2CC12CCN(CCc1ccc([N+](=O)[O-])cc1)CC2. Reaction SMILES: [C:28](=[O:29])([OH:30])[O-:31].[CH3:33][CH2:34][OH:35].[N+:16](=[O:17])([O-:18])[c:19]1[cH:20][cH:21][c:22]([CH2:23][CH2:24][Br:25])[cH:26][cH:27]1.[Na+:32].[O:1]=[C:2]1[C:3]2([CH2:4][c:5]3[cH:6][cH:7][cH:8][cH:9][c:10]31)[CH2:11][CH2:12][NH:13][CH2:14][CH2:15]2>>[O:1]=[C:2]1[C:3]2([CH2:4][c:5]3[cH:6][cH:7][cH:8][cH:9][c:10]31)[CH2:11][CH2:12][N:13]([CH2:24][CH2:23][c:22]1[cH:21][cH:20][c:19]([N+:16](=[O:17])[O-:18])[cH:27][cH:26]1)[CH2:14][CH2:15]2. Starting materials: C(C)(C)(C)OC(=O)N(CC(=O)NCCC[P+](C1=CC=CC=C1)(C1=CC=CC=C1)C1=CC=CC=C1)C.[Br-] (N2-(tert-butoxycarbonyl)-N2-methyl-N-[3-(triphenylphosphonio)propyl]glycinamide bromide), [Cl-].[Li+] (lithium chloride). The reagents and catalysts are [Cl-].C(CCC)[N+](CCCC)(CCCC)CCCC (tetrabutylammonium chloride). Solvent: C(Cl)Cl (methylene chloride). Yields the product C(C)(C)(C)OC(=O)N(CC(=O)NCCC[P+](C1=CC=CC=C1)(C1=CC=CC=C1)C1=CC=CC=C1)C.[Cl-] (N2-(tert-butoxycarbonyl)-N2-methyl-N-[3-(triphenylphosphonio)propyl]glycinamide chloride). Reaction SMILES: [C:1]([O:5][C:6]([N:8]([CH3:35])[CH2:9][C:10]([NH:12][CH2:13][CH2:14][CH2:15][P+:16]([C:29]1[CH:34]=[CH:33][CH:32]=[CH:31][CH:30]=1)([C:23]1[CH:28]=[CH:27][CH:26]=[CH:25][CH:24]=1)[C:17]1[CH:22]=[CH:21][CH:20]=[CH:19][CH:18]=1)=[O:11])=[O:7])([CH3:4])([CH3:3])[CH3:2].[Br-].[Cl-:37].[Li+]>C(Cl)Cl.[Cl-].C([N+](CCCC)(CCCC)CCCC)CCC>[C:1]([O:5][C:6]([N:8]([CH3:35])[CH2:9][C:10]([NH:12][CH2:13][CH2:14][CH2:15][P+:16]([C:17]1[CH:22]=[CH:21][CH:20]=[CH:19][CH:18]=1)([C:29]1[CH:34]=[CH:33][CH:32]=[CH:31][CH:30]=1)[C:23]1[CH:24]=[CH:25][CH:26]=[CH:27][CH:28]=1)=[O:11])=[O:7])([CH3:3])([CH3:4])[CH3:2].[Cl-:37] |f:0.1,2.3,5.6,7.8|. Reported procedure: A solution of N2-(tert-butoxycarbonyl)-N2-methyl-N-[3-(triphenylphosphonio)propyl]glycinamide bromide (53.7 g, 93.9 mmole) in methylene chloride (450 mL) was stirred with 20 weight percent aqueous lithium chloride containing 2 weight percent tetrabutylammonium chloride (4×150 mL/g). The organic layer was concentrated to dryness give the title compound in quantitative yield. Starting materials: CN(CCC1=C2C=NNC2=C(C=C1)N)C (N,N-dimethyl-N-[2-(7-amino-1H-indazol-4-yl)ethyl]amine), CS(=O)(=O)Cl (methanesulfonyl chloride). Solvent: O1CCCC1 (tetrahydrofuran), CN(C=O)C (dimethylformamide). Reaction conditions: temperature 0 celsius, time 14 hour. Yields the product Cl.CN(CCC1=C2C=NNC2=C(C=C1)NS(=O)(=O)C)C (N-[4-(2-Dimethylaminoethyl)-1H-indazol-7-yl]methanesulfonamide, Hydrochloride). As a reaction SMILES: [CH3:1][N:2]([CH3:15])[CH2:3][CH2:4][C:5]1[CH:13]=[CH:12][C:11]([NH2:14])=[C:10]2[C:6]=1[CH:7]=[N:8][NH:9]2.[CH3:16][S:17]([Cl:20])(=[O:19])=[O:18]>CN(C)C=O.O1CCCC1>[ClH:20].[CH3:15][N:2]([CH3:1])[CH2:3][CH2:4][C:5]1[CH:13]=[CH:12][C:11]([NH:14][S:17]([CH3:16])(=[O:19])=[O:18])=[C:10]2[C:6]=1[CH:7]=[N:8][NH:9]2 |f:4.5|. Procedure: At 0° C., 1.2 g of N,N-dimethyl-N-[2-(7-amino-1H-indazol-4-yl)ethyl]amine in 10 ml of dimethylformamide and 5 ml of tetrahydrofuran is combined with 0.91 ml of methanesulfonyl chloride The mixture is agitated for 2 hours at 0° C. and for 14 hours at room temperature. The product is chromatographed on silica gel with methanol/dichloromethane 1:1 and treated with ethereal hydrochloric acid, obtaining, after recrystallization from methanol/diethyl ether, 550 mg of N-[4-(2-dimethylamino-ethyl)-1H-in... Yields the product COC(=O)C=C(C)Oc1cccc(C#N)c1. The reactants are CC#CC(=O)OC, C1CCC2=NCCCN2CC1, C1CCOC1, N#Cc1cccc(O)c1. As a reaction SMILES: [CH3:10][O:11][C:12]([C:13]#[C:14][CH3:15])=[O:16].[N:17]12[CH2:18][CH2:19][CH2:20][N:21]=[C:22]1[CH2:23][CH2:24][CH2:25][CH2:26][CH2:27]2.[O:28]1[CH2:29][CH2:30][CH2:31][CH2:32]1.[OH:1][c:2]1[cH:3][c:4]([C:5]#[N:6])[cH:7][cH:8][cH:9]1>>[O:1]([c:2]1[cH:3][c:4]([C:5]#[N:6])[cH:7][cH:8][cH:9]1)[C:14](=[CH:13][C:12]([O:11][CH3:10])=[O:16])[CH3:15].